From a dataset of the Open Reaction Database (ORD), a public repository of structured organic reaction records. describe an organic reaction: reactants, conditions, products, and yield The reactants are C1(=CC=CC=C1)CC(=O)N[C@H]1[C@@H]2N(C(=C(CS2)CCl)C(=O)OCC2=CC=C(C=C2)OC)C1=O (p-methoxybenzyl 7β-phenylacetamido-3-chloromethyl-3-cephem-4carboxylate), C1(=CC=CC=C1)P(C1=CC=CC=C1)C1=CC=CC=C1 (triphenylphosphine), [I-].[Na+] (sodium iodide), C(=O)C1=NSC=C1 (3-formylisothiazole), C(O)([O-])=O.[Na+] (sodium hydrogen carbonate). The solvent is CN(C=O)C (dimethylformamide). Conditions: time 2 hour. Product: C1(=CC=CC=C1)CC(=O)N[C@H]1[C@@H]2N(C(=C(CS2)C=CC2=NSC=C2)C(=O)OCC2=CC=C(C=C2)OC)C1=O (p-methoxybenzyl 7β-phenylacetamido-3-[2-(isothiazol-3-yl)vinyl]-3-cephem-4-carboxylate). The yield is 73.5%. RXN SMILES: [C:1]1([CH2:7][C:8]([NH:10][C@@H:11]2[C:32](=[O:33])[N:13]3[C:14]([C:20]([O:22][CH2:23][C:24]4[CH:29]=[CH:28][C:27]([O:30][CH3:31])=[CH:26][CH:25]=4)=[O:21])=[C:15]([CH2:18]Cl)[CH2:16][S:17][C@H:12]23)=[O:9])[CH:6]=[CH:5][CH:4]=[CH:3][CH:2]=1.C1(P(C2C=CC=CC=2)C2C=CC=CC=2)C=CC=CC=1.[I-].[Na+].[CH:55]([C:57]1[CH:61]=[CH:60][S:59][N:58]=1)=O.C(=O)([O-])O.[Na+]>CN(C)C=O>[C:1]1([CH2:7][C:8]([NH:10][C@@H:11]2[C:32](=[O:33])[N:13]3[C:14]([C:20]([O:22][CH2:23][C:24]4[CH:29]=[CH:28][C:27]([O:30][CH3:31])=[CH:26][CH:25]=4)=[O:21])=[C:15]([CH:18]=[CH:55][C:57]4[CH:61]=[CH:60][S:59][N:58]=4)[CH2:16][S:17][C@H:12]23)=[O:9])[CH:6]=[CH:5][CH:4]=[CH:3][CH:2]=1 |f:2.3,5.6|. Reported procedure: To 20 ml of dimethylformamide were dissolved 3.0 g (6.16 mmol) of p-methoxybenzyl 7β-phenylacetamido-3-chloromethyl-3-cephem-4carboxylate and 1.70 g (6.48 mmol) of triphenylphosphine, and 0.97 g (6.47 mmol) of sodium iodide was added therein, and the stirring was effected for 2 hrs. at the room temperature. The reaction solution was concentrated and dried under the reduced pressure and 10 ml of methylene chloride was added therein. To this solution were added 767 mg (6.78 mmol) of 3-formylisothi... The reactants are [OH-].[Na+] (sodium hydroxide), O1C(CCCC1)OC\C=C/CO ((Z)-4-(2-tetrahydropyranyloxy)-2-buten-1-ol), BrCC(=O)OC(C)(C)C (tert-butyl bromoacetate). The reagents and catalysts are S(=O)(=O)(O)[O-].C(CCC)[N+](CCCC)(CCCC)CCCC (tetra-n-butylammonium hydrogen sulfate). The solvent is C1=CC=CC=C1 (benzene). Run at time 10 minute. Yields the product C(C)(C)(C)OC(COC\C=C/COC1OCCCC1)=O (2-[4-(2-tetrahydropyranyloxy)-(Z)-2-buten-1-yloxy]acetic Acid Tert-Butyl Ester). Reaction SMILES: [O:1]1[CH2:6][CH2:5][CH2:4][CH2:3][CH:2]1[O:7][CH2:8]/[CH:9]=[CH:10]\[CH2:11][OH:12].[OH-].[Na+].Br[CH2:16][C:17]([O:19][C:20]([CH3:23])([CH3:22])[CH3:21])=[O:18]>C1C=CC=CC=1.S([O-])(O)(=O)=O.C([N+](CCCC)(CCCC)CCCC)CCC>[C:20]([O:19][C:17](=[O:18])[CH2:16][O:12][CH2:11]/[CH:10]=[CH:9]\[CH2:8][O:7][CH:2]1[CH2:3][CH2:4][CH2:5][CH2:6][O:1]1)([CH3:23])([CH3:22])[CH3:21] |f:1.2,5.6|. Reported procedure: 6.00 g of (Z)-4-(2-tetrahydropyranyloxy)-2-buten-1-ol was dissolved in 10 ml of benzene and 1.18 g of tetra-n-butylammonium hydrogen sulfate and 10 ml of an aqueous 50% sodium hydroxide solution were added and 6.75 ml of tert-butyl bromoacetate was added dropwise while stirring under ice cooling. After 10 minutes, the temperature was returned to room temperature and the reaction solution was stirred for one hour. The solution was extracted with diethyl ether after adding ice water. The extract w... The reactants are FC(C=1C=C(C=O)C=CC1)(F)F (3-(trifluoromethyl)benzaldehyde), S(=O)(=O)(C1=CC=C(C)C=C1)C[N+]#[C-] (tosylmethylisocyanide), [C-]#N.[Na+] (NaCN). Product: C1(=CC=C(C=C1)S(=O)(=O)[C@H]1N=CO[C@@H]1C1=CC(=CC=C1)C(F)(F)F)C ((4R*,5R*)-4-(Toluene-4-sulfonyl)-5-(3-trifluoromethyl-phenyl)-4,5-dihydro-oxazole). RXN SMILES: [F:1][C:2]([F:12])([F:11])[C:3]1[CH:4]=[C:5]([CH:8]=[CH:9][CH:10]=1)[CH:6]=[O:7].[S:13]([CH2:23][N+:24]#[C-:25])([C:16]1[CH:22]=[CH:21][C:19]([CH3:20])=[CH:18][CH:17]=1)(=[O:15])=[O:14].[C-]#N.[Na+]>>[C:19]1([CH3:20])[CH:18]=[CH:17][C:16]([S:13]([C@@H:23]2[C@@H:6]([C:5]3[CH:8]=[CH:9][CH:10]=[C:3]([C:2]([F:11])([F:12])[F:1])[CH:4]=3)[O:7][CH:25]=[N:24]2)(=[O:14])=[O:15])=[CH:22][CH:21]=1 |f:2.3|. Procedure: In a manner analogous to Preparation 1, 3-(trifluoromethyl)benzaldehyde (0.16 g, 1.47 mmol), tosylmethylisocyanide (0.27 g, 1.40 mmol) and NaCN (6.9 mg, 0.14 mmol) gave the desired compound as a tan solid. 1H NMR (300 MHz, CDCl3) δ 2.44 (s, 3H), 4.98-5.04 (dd, 1H), 6.08-6.12 (dd, 1H), 7.3-7.42 (d, 2H), 7.50-7.62 (m, 5H), 7.78-7.86 (d, 2H). Starting materials: CN(C)c1ccncc1, C=CCOC(=O)Cl, ClCCl, CC1=CC2C(C(C)C)CCC(C)C2(O)C(OC(=O)C2CC3(O)c4cccc(Cl)c4N(C)OC3N2)C1O. Yields the product C=CCOC(=O)OC1C(C)=CC2C(C(C)C)CCC(C)C2(O)C1OC(=O)C1CC2(O)c3cccc(Cl)c3N(C)OC2N1. RXN SMILES: [CH3:44][N:45]([CH3:46])[c:47]1[cH:48][cH:49][n:50][cH:51][cH:52]1.[Cl:1][C:2](=[O:3])[O:4][CH2:5][CH:6]=[CH2:7].[Cl:53][CH2:54][Cl:55].[Cl:8][c:9]1[cH:10][cH:11][cH:12][c:13]2[c:18]1[N:17]([CH3:19])[O:16][CH:15]1[C:14]2([OH:43])[CH2:22][CH:21]([C:23](=[O:24])[O:25][CH:26]2[CH:27]([OH:42])[C:28]([CH3:41])=[CH:29][CH:30]3[CH:31]([CH:38]([CH3:39])[CH3:40])[CH2:32][CH2:33][CH:34]([CH3:37])[C:35]23[OH:36])[NH:20]1>>[C:2](=[O:3])([O:4][CH2:5][CH:6]=[CH2:7])[O:42][CH:27]1[CH:26]([O:25][C:23]([CH:21]2[NH:20][CH:15]3[C:14]([OH:43])([c:13]4[cH:12][cH:11][cH:10][c:9]([Cl:8])[c:18]4[N:17]([CH3:19])[O:16]3)[CH2:22]2)=[O:24])[C:35]2([OH:36])[CH:30]([CH:29]=[C:28]1[CH3:41])[CH:31]([CH:38]([CH3:39])[CH3:40])[CH2:32][CH2:33][CH:34]2[CH3:37]. Reported procedure: The obtained 4-(4-benzoylpiperazin-1-yl)-2-nitrobenzoic acid (0.40 g, 93%) was dissolved in 30 ml ethanol and 10 ml THF, followed by the addition of platinum oxide (20 mg, 5%) and stirred under hydrogen gas for 16 hours. The reaction was filtered with the aid of celite. 2-amino-4-(4-bezoylpiperazin-1-yl)benzoic acid (0.24 g, 70%) was obtained after removing of solvents. To a solution of 2-amino-4-(4-bezoylpiperazin-1-yl)benzoic acid (0.2 g, 0.6 mmol) and benzaldehyde (0.14 ml, 1.3 mmol) added so... Product: C(C1=CC=CC=C1)NC1=C(C(=O)O)C=CC(=C1)N1CCN(CC1)C(C1=CC=CC=C1)=O (2-(benzylamino)-4-(4-benzoylpiperazin-1-yl)benzoic acid). Conditions: time 8 hour. The yield is 44.1%. RXN SMILES: [NH2:1][C:2]1[CH:10]=[C:9]([N:11]2[CH2:16][CH2:15][N:14]([C:17](=[O:24])[C:18]3[CH:23]=[CH:22][CH:21]=[CH:20][CH:19]=3)[CH2:13][CH2:12]2)[CH:8]=[CH:7][C:3]=1[C:4]([OH:6])=[O:5].[CH:25](=O)[C:26]1[CH:31]=[CH:30][CH:29]=[CH:28][CH:27]=1.C(O[BH-](OC(=O)C)OC(=O)C)(=O)C.[Na+]>>[CH2:25]([NH:1][C:2]1[CH:10]=[C:9]([N:11]2[CH2:12][CH2:13][N:14]([C:17](=[O:24])[C:18]3[CH:19]=[CH:20][CH:21]=[CH:22][CH:23]=3)[CH2:15][CH2:16]2)[CH:8]=[CH:7][C:3]=1[C:4]([OH:6])=[O:5])[C:26]1[CH:31]=[CH:30][CH:29]=[CH:28][CH:27]=1 |f:2.3|. Starting materials: NC1=C(C(=O)O)C=CC(=C1)N1CCN(CC1)C(C1=CC=CC=C1)=O (2-amino-4-(4-bezoylpiperazin-1-yl)benzoic acid), C(C1=CC=CC=C1)=O (benzaldehyde), C(C)(=O)O[BH-](OC(C)=O)OC(C)=O.[Na+] (sodium triacetoxyborohydride). Reactants: BrC1=CC=C(S1)C1CC(=NN1C1=C(C=C(C=C1)F)F)C=O (5-(5-bromo-thiophen-2-yl)-1-(2,4-difluoro-phenyl)-4,5-dihydro-1H-pyrazole-3-carbaldehyde), C(F)(F)(F)[Si](C)(C)C (CF3TMS), Cl (hydrochloric acid). The reagents and catalysts are CCCC[N+](CCCC)(CCCC)CCCC.[F-] (TBAF). The solvent is O1CCCC1 (tetrahydrofuran). Reaction conditions: time 1 hour. Product: BrC1=CC=C(S1)C1CC(=NN1C1=C(C=C(C=C1)F)F)C(C(F)(F)F)O (1-[5-(5-bromo-thiophen-2-yl)-1-(2,4-difluoro-phenyl)-4,5-dihydro-1H-pyrazol-3-yl]-2,2,2-trifluoro-ethanol). Yield: 100.2%. Reaction SMILES: [Br:1][C:2]1[S:6][C:5]([CH:7]2[N:11]([C:12]3[CH:17]=[CH:16][C:15]([F:18])=[CH:14][C:13]=3[F:19])[N:10]=[C:9]([CH:20]=[O:21])[CH2:8]2)=[CH:4][CH:3]=1.[C:22]([Si](C)(C)C)([F:25])([F:24])[F:23].Cl>O1CCCC1.CCCC[N+](CCCC)(CCCC)CCCC.[F-]>[Br:1][C:2]1[S:6][C:5]([CH:7]2[N:11]([C:12]3[CH:17]=[CH:16][C:15]([F:18])=[CH:14][C:13]=3[F:19])[N:10]=[C:9]([CH:20]([OH:21])[C:22]([F:25])([F:24])[F:23])[CH2:8]2)=[CH:4][CH:3]=1 |f:4.5|. Procedure: To a solution of 5-(5-bromo-thiophen-2-yl)-1-(2,4-difluoro-phenyl)-4,5-dihydro-1H-pyrazole-3-carbaldehyde (9.1 g, 22.4 mmol) prepared in Step 5 and CF3TMS (5.7 mL, 38.1 mmol) in tetrahydrofuran (100.0 mL), was slowly added a solution of TBAF (1.0 M, in tetrahydrofuran 0.5 mL, 0.5 mmol) at 0° C. The reaction mixture was stirred at room temperature for 1 hour and then a 6N hydrochloric acid solution was added thereto. The reaction mixture was stirred at room temperature for 1 hour and then extract... Starting materials: CO, CCn1nc([N+](=O)[O-])cc1C(=O)OC, [H][H]. The product is CCn1nc(N)cc1C(=O)OC. RXN SMILES: [CH3:17][OH:18].[CH3:1][O:2][C:3](=[O:4])[c:5]1[n:6]([CH2:13][CH3:14])[n:7][c:8]([N+:10]([O-:11])=[O:12])[cH:9]1.[H:15][H:16]>>[CH3:1][O:2][C:3](=[O:4])[c:5]1[n:6]([CH2:13][CH3:14])[n:7][c:8]([NH2:10])[cH:9]1.